From a dataset of the Open Reaction Database (ORD), a public repository of structured organic reaction records. describe an organic reaction: reactants, conditions, products, and yield The reactants are Cl.Cl.[N+](=O)([O-])C1=CC=C(CN2CCNCC2)C=C1 (N-(4-nitrobenzyl)piperazine dihydrochloride), ClCC(=O)C1=CC=C(C=C1)NC(C)=O (N-[4-(2-chloroacetyl)phenyl]acetamide), C(=O)([O-])[O-].[K+].[K+] (K2CO3). The product is Cl.Cl.[N+](=O)([O-])C1=CC=C(CN2CCN(CC2)CC(=O)C2=CC=C(C=C2)NC(C)=O)C=C1 (N1-(4-nitrobenzyl)-N4-[(4-acetamido)phenacyl]piperazine dihydrochloride). Yield: 74.0%. As a reaction SMILES: [ClH:1].Cl.[N+:3]([C:6]1[CH:18]=[CH:17][C:9]([CH2:10][N:11]2[CH2:16][CH2:15][NH:14][CH2:13][CH2:12]2)=[CH:8][CH:7]=1)([O-:5])=[O:4].[Cl:19][CH2:20][C:21]([C:23]1[CH:28]=[CH:27][C:26]([NH:29][C:30](=[O:32])[CH3:31])=[CH:25][CH:24]=1)=[O:22].C([O-])([O-])=O.[K+].[K+]>>[ClH:19].[ClH:1].[N+:3]([C:6]1[CH:18]=[CH:17][C:9]([CH2:10][N:11]2[CH2:16][CH2:15][N:14]([CH2:20][C:21]([C:23]3[CH:28]=[CH:27][C:26]([NH:29][C:30](=[O:32])[CH3:31])=[CH:25][CH:24]=3)=[O:22])[CH2:13][CH2:12]2)=[CH:8][CH:7]=1)([O-:5])=[O:4] |f:0.1.2,4.5.6,7.8.9|. Procedure: A mixture of N-(4-nitrobenzyl)piperazine dihydrochloride (2.94 g, 10 mmol), N-[4-(2-chloroacetyl)phenyl]acetamide (2.37 g, 12 mmol) and anhydrous K2CO3 (4.83 g, 35 mmol) was treated according to general preparation 2 to give compound (IV-18), yield 74%, mp 228-230° C. M+ 396. The reactants are C(CCl)Cl.C=1C=CC2=C(C1)N=NN2O (EDC HOBT), Cl (HCl), crude salt, O[C@H](CN)C ((S)-2-hydroxy-propylamine), C(C)(C)(C)OC(=O)N1[C@@H](CCC1)C(=O)O (pyrrolidine-1,2(S)-dicarboxylic acid 1-t-butyl ester). The solvent is O1CCOCC1 (dioxane). Yields the product Cl.O[C@H](CNC(=O)[C@H]1NCCC1)C ((S)-Pyrrolidine-2-carboxylic acid ((S)-2-hydroxy-propyl)-amide hydrochloride). Reaction SMILES: C(Cl)C[Cl:3].C1C=CC2N(O)N=NC=2C=1.[OH:15][C@@H:16]([CH3:19])[CH2:17][NH2:18].C(OC([N:27]1[CH2:31][CH2:30][CH2:29][C@H:28]1[C:32](O)=[O:33])=O)(C)(C)C.Cl>O1CCOCC1>[ClH:3].[OH:15][C@@H:16]([CH3:19])[CH2:17][NH:18][C:32]([C@@H:28]1[CH2:29][CH2:30][CH2:31][NH:27]1)=[O:33] |f:0.1,6.7|. Reported procedure: Compound I6 was prepared by EDC/HOBT-coupling of (S)-2-hydroxy-propylamine with pyrrolidine-1,2(S)-dicarboxylic acid 1-t-butyl ester (analogous to Step A of Example I4), followed by HCl-cleavage in dioxane (Step B of Example I5). The crude salt was used as such. Starting materials: C(=C)C(=O)CCCCC (n-pentyl vinyl ketone), resultant suspension, CN1C(NNC1=O)=O (4-methyl-1,2,4-triazolidine-3,5-dione), C1=CC=CC=C1.CN(C=O)C (benzene dimethylformamide), CC(C)([O-])C.[K+] (potassium t-butoxide). The solvent is CN(C=O)C (dimethylformamide). Run at time 2 day. Yields the product O=C(CCN1NC(N(C1=O)C)=O)CCCCC (2-(3'-oxo-octyl)-4-methyl-1,2,4-triazolidine-3,5-dione). Isolated yield 47453.9%. Reaction SMILES: [CH3:1][N:2]1[C:6](=[O:7])[NH:5][NH:4][C:3]1=[O:8].C1C=CC=CC=1.CN(C)C=O.CC(C)([O-])C.[K+].[CH:26]([C:28]([CH2:30][CH2:31][CH2:32][CH2:33][CH3:34])=[O:29])=[CH2:27]>CN(C)C=O>[O:29]=[C:28]([CH2:30][CH2:31][CH2:32][CH2:33][CH3:34])[CH2:26][CH2:27][N:4]1[C:3](=[O:8])[N:2]([CH3:1])[C:6](=[O:7])[NH:5]1 |f:1.2,3.4|. Procedure details: A solution of 4-methyl-1,2,4-triazolidine-3,5-dione (16 g; 0.14 mmole) in dry 1:1 benzene-dimethylformamide (100 ml) was heated under reflux, with stirring under nitrogen, and potassium t-butoxide (17.62 g), was added. The resultant suspension was heated under reflux for 2 hr. and then n-pentyl vinyl ketone (12,568; 0.10 mole) in dry dimethylformamide (10 ml) added dropwise. After 2 days the mixture was allowed to cool to room temperature and partitioned between 5 M HCl (200 ml) and ethyl acetat... Reactants: COC(=O)CN, CCN=C=NCCCN(C)C, CCN(C(C)C)C(C)C, Cl, O=C(O)c1cccc(F)c1F, C1CCOC1, On1nnc2ccccc21. The product is COC(=O)CNC(=O)c1cccc(F)c1F. RXN SMILES: [CH3:13][O:14][C:15]([CH2:16][NH2:17])=[O:18].[CH3:38][CH2:39][N:40]=[C:41]=[N:42][CH2:43][CH2:44][CH2:45][N:46]([CH3:47])[CH3:48].[CH:29]([N:30]([CH2:31][CH3:32])[CH:33]([CH3:34])[CH3:35])([CH3:36])[CH3:37].[ClH:12].[F:1][c:2]1[c:3]([C:4](=[O:5])[OH:6])[cH:7][cH:8][cH:9][c:10]1[F:11].[O:49]1[CH2:50][CH2:51][CH2:52][CH2:53]1.[OH:19][n:20]1[c:21]2[c:22]([cH:23][cH:24][cH:25][cH:26]2)[n:27][n:28]1>>[F:1][c:2]1[c:3]([C:4](=[O:6])[NH:17][CH2:16][C:15]([O:14][CH3:13])=[O:18])[cH:7][cH:8][cH:9][c:10]1[F:11]. Reactants: ClC1=CC=CC(=N1)CC(=O)N(N(F)F)F (2-(6-Chloro-2-pyridyl)trifluoroacetic acid, hydrazide), N1=CC=CC=C1 (pyridine), ClCC(=O)Cl (chloroacetyl chloride). The solvent is C(Cl)Cl (methylene chloride). Reaction conditions: time 1 hour. The product is ClC1=CC=CC(=N1)C(C(=O)NN)Cl (2-(6-Chloro-2-pyridyl)chloroacetic acid, hydrazide). As a reaction SMILES: [Cl:1][C:2]1[N:7]=[C:6]([CH2:8][C:9]([N:11](F)[N:12](F)F)=[O:10])[CH:5]=[CH:4][CH:3]=1.N1C=CC=CC=1.[Cl:22]CC(Cl)=O>C(Cl)Cl>[Cl:1][C:2]1[N:7]=[C:6]([CH:8]([Cl:22])[C:9]([NH:11][NH2:12])=[O:10])[CH:5]=[CH:4][CH:3]=1. Procedure: A mixture of 3.0 g. of 2-chloro-6-hydrazinopyridine (prepared in Example 1), 1.7 g. of pyridine and 35 ml. of methylene chloride is treated with 2.5 g. of chloroacetyl chloride according to the procedure of Example 2. The reaction mixture is stirred for one hour, then is filtered and washed with methylene chloride to collect 2.3 g. of colorless solid. The solid is recrystallized from tetrahydrofuran-hexane to give the product of the Example m.p. 176°-177° C. Reactants: COC(=O)C=1N=C(SC1C1=CC=CC=C1)[C@@H](CC1=CC2=CC=CC=C2C=C1)NC(=O)OC(C)(C)C (2-((1R)-1-(tert-Butoxycarbonylamino)-2-(2-naphthyl)ethyl)-5-phenyl-1,3-thiazole-4-carboxylic acid methylester), [OH-].[Li+] (lithium hydroxide). The solvent is C(C)O (ethanol). Run at time 12 hour. The product is C(C)(C)(C)OC(=O)N[C@H](CC1=CC2=CC=CC=C2C=C1)C=1SC(=C(N1)C(=O)O)C1=CC=CC=C1 (2-((1R)-1-(tert-butoxycarbonylamino)-2-(2-naphthyl)ethyl)-5-phenyl-1,3-thiazole-4-carboxylic acid). Yield: 54.4%. As a reaction SMILES: C[O:2][C:3]([C:5]1[N:6]=[C:7]([C@H:16]([NH:28][C:29]([O:31][C:32]([CH3:35])([CH3:34])[CH3:33])=[O:30])[CH2:17][C:18]2[CH:27]=[CH:26][C:25]3[C:20](=[CH:21][CH:22]=[CH:23][CH:24]=3)[CH:19]=2)[S:8][C:9]=1[C:10]1[CH:15]=[CH:14][CH:13]=[CH:12][CH:11]=1)=[O:4].[OH-].[Li+]>C(O)C>[C:32]([O:31][C:29]([NH:28][C@@H:16]([C:7]1[S:8][C:9]([C:10]2[CH:11]=[CH:12][CH:13]=[CH:14][CH:15]=2)=[C:5]([C:3]([OH:4])=[O:2])[N:6]=1)[CH2:17][C:18]1[CH:27]=[CH:26][C:25]2[C:20](=[CH:21][CH:22]=[CH:23][CH:24]=2)[CH:19]=1)=[O:30])([CH3:35])([CH3:33])[CH3:34] |f:1.2|. Reported procedure: 2-((1R)-1-(tert-Butoxycarbonylamino)-2-(2-naphthyl)ethyl)-5-phenyl-1,3-thiazole-4-carboxylic acid methylester (0.35 g; 0.716 mmol) was dissolved in ethanol (99%; 40 ml) and lithium hydroxide (0.112 g; 4.654 mmol) was added. The reaction mixture was stirred 12 hours at room temperature. The solvent was removed in vacuo and the residue was dissolved in water (50 ml) and diethyl ether (50 ml). The solution was made acidic with sodium hydrogensulfate (10%), and the organic phase was dried (magnesium... Reactants: CC(=O)c1ccccc1B(O)O, O=C(c1ccccn1)c1cnc2c(C(F)(F)F)cccc2c1Cl. Yields the product CC(=O)c1ccccc1-c1c(C(=O)c2ccccn2)cnc2c(C(F)(F)F)cccc12. RXN SMILES: [C:24]([CH3:25])(=[O:26])[c:27]1[c:28]([B:33]([OH:34])[OH:35])[cH:29][cH:30][cH:31][cH:32]1.[Cl:1][c:2]1[c:3]([C:16](=[O:17])[c:18]2[n:19][cH:20][cH:21][cH:22][cH:23]2)[cH:4][n:5][c:6]2[c:7]([C:12]([F:13])([F:14])[F:15])[cH:8][cH:9][cH:10][c:11]12>>[c:2]1(-[c:28]2[c:27]([C:24]([CH3:25])=[O:26])[cH:32][cH:31][cH:30][cH:29]2)[c:3]([C:16](=[O:17])[c:18]2[n:19][cH:20][cH:21][cH:22][cH:23]2)[cH:4][n:5][c:6]2[c:7]([C:12]([F:13])([F:14])[F:15])[cH:8][cH:9][cH:10][c:11]12.